The task is: describe an organic reaction: reactants, conditions, products, and yield. This data is from the Open Reaction Database (ORD), a public repository of structured organic reaction records. The reactants are CCOC(=O)C (EtOAc), FC1=C(C(=O)Cl)C(=CC=C1)F (2,6-difluorobenzoyl chloride), C(=O)(O)[O-].[Na+] (NaHCO3), Cl.ClC1=CC=C(C=C1)C1(C(C1)N)C (racemic (1R,2R)-2-(4-chlorophenyl)-2-methyl-cyclopropanamine hydrochloride). Solvent: ClCCl (dichloromethane). The product is ClC1=CC=C(C=C1)[C@@]1([C@@H](C1)NC(C1=C(C=CC=C1F)F)=O)C (racemic N-[(1R,2R)-2-(4-chlorophenyl)-2-methyl-cyclopropyl]-2,6-difluoro-benzamide). Reaction SMILES: [F:1][C:2]1[CH:10]=[CH:9][CH:8]=[C:7]([F:11])[C:3]=1[C:4](Cl)=[O:5].C([O-])(O)=O.[Na+].Cl.[Cl:18][C:19]1[CH:24]=[CH:23][C:22]([C:25]2([CH3:29])[CH2:27][CH:26]2[NH2:28])=[CH:21][CH:20]=1.CCOC(C)=O>ClCCl>[Cl:18][C:19]1[CH:20]=[CH:21][C:22]([C@@:25]2([CH3:29])[CH2:27][C@H:26]2[NH:28][C:4](=[O:5])[C:3]2[C:2]([F:1])=[CH:10][CH:9]=[CH:8][C:7]=2[F:11])=[CH:23][CH:24]=1 |f:1.2,3.4|. Procedure details: 2,6-difluorobenzoyl chloride (156 mg, 0.881 mmol) was added to a rapidly stirred mixture of NaHCO3 (1 M aq., 4 ml) and a solution of racemic (1R,2R)-2-(4-chlorophenyl)-2-methyl-cyclopropanamine hydrochloride (172 mg, 0.735 mmol) in dichloromethane (4.5 ml). After stirring for 30 minutes EtOAc was added, the organic phase was separated, washed with brine, dried over MgSO4, and the solvent evaporated to give 241 mg, 100%) of racemic N-[(1R,2R)-2-(4-chlorophenyl)-2-methyl-cyclopropyl]-2,6-difluoro-... Starting materials: O1C=CC2=C1C=CC(=C2)O (Benzofuran-5-ol), [H-].[Na+] (NaH), O (Water), C(C)OCCl (Chloromethyl ethyl ether). Run in CN(C)C=O (DMF). Reaction conditions: time 1 hour. The product is C(C)OCOC=1C=CC2=C(C=CO2)C1 (5-Ethoxymethoxy-benzofuran). Reaction SMILES: [O:1]1[C:5]2[CH:6]=[CH:7][C:8]([OH:10])=[CH:9][C:4]=2[CH:3]=[CH:2]1.[H-].[Na+].[CH2:13]([O:15][CH2:16]Cl)[CH3:14].O>CN(C=O)C>[CH2:13]([O:15][CH2:16][O:10][C:8]1[CH:7]=[CH:6][C:5]2[O:1][CH:2]=[CH:3][C:4]=2[CH:9]=1)[CH3:14] |f:1.2|. Procedure details: To a stirred solution of benzofuran-5-ol (2) (257 mg, 1.92 mmol) in DMF (3 mL), NaH (81 mg, 1.92 mmol, 57% dispersion in oil) was added at 0° C. The reaction mixture was warmed to room temperature and stirred 1 hour. Chloromethyl ethyl ether (214 μL, 2.30 mmol) was then added drop wise to 0° C. and the mixture was stirred at room temperature for additional 1 hour. Water (10 mL) was added and the reaction mixture was extracted with ethyl acetate (2×50 mL). The organic extracts were washed with wa... Starting materials: O=C(c1ccccc1)N1CCOCC1, CCOC(=O)C1(C(=O)OCC)CCn2cccc21, CC(Cl)Cl, [Na+], [Na+], O=C([O-])[O-], O=P(Cl)(Cl)Cl. The product is CCOC(=O)C1(C(=O)OCC)CCn2c(C(=O)c3ccccc3)ccc21. Reaction SMILES: [C:6]([c:7]1[cH:8][cH:9][cH:10][cH:11][cH:12]1)(=[O:13])[N:14]1[CH2:15][CH2:16][O:17][CH2:18][CH2:19]1.[CH2:20]([CH3:21])[O:22][C:23](=[O:24])[C:25]1([C:33](=[O:34])[O:35][CH2:36][CH3:37])[CH2:26][CH2:27][n:28]2[cH:29][cH:30][cH:31][c:32]21.[Cl:44][CH:45]([Cl:46])[CH3:47].[Na+:38].[Na+:39].[O-:40][C:41](=[O:42])[O-:43].[P:1]([Cl:2])([Cl:3])([Cl:4])=[O:5]>>[C:6]([c:7]1[cH:8][cH:9][cH:10][cH:11][cH:12]1)(=[O:13])[c:29]1[n:28]2[c:32]([cH:31][cH:30]1)[C:25]([C:23]([O:22][CH2:20][CH3:21])=[O:24])([C:33](=[O:34])[O:35][CH2:36][CH3:37])[CH2:26][CH2:27]2. Starting materials: COC1=CC=C(CN(C2=NC=CC=C2)CCN(CCCN)C)C=C1 (N-[2-[N-(4-methoxybenzyl)-N-(2-pyridyl)amino]ethyl]-N-methyl-1,3-propanediamine), C(#N)NC(OC1=CC=CC=C1)=NCCSCC=1N=C(SC1)NC(=N)N (N-cyano-N'-[2-[[(2-guanidino-4-thiazolyl)methyl]thio]ethyl]-O-phenyl-isourea). Product: C(#N)NC(=NCCCN(C)CCN(C1=NC=CC=C1)CC1=CC=C(C=C1)OC)NCCSCC=1N=C(SC1)NC(=N)N (N-cyano-N'-[2-[[(2-guanidino-4-thiazolyl)methyl]thio]ethyl]-N"-[3-[N-[2-[N-(4-methoxybenzyl)-N-(2-pyridyl)amino]ethyl]-N-methylamino]propyl]guanidine). As a reaction SMILES: [CH3:1][O:2][C:3]1[CH:24]=[CH:23][C:6]([CH2:7][N:8]([CH2:15][CH2:16][N:17]([CH3:22])[CH2:18][CH2:19][CH2:20][NH2:21])[C:9]2[CH:14]=[CH:13][CH:12]=[CH:11][N:10]=2)=[CH:5][CH:4]=1.[C:25]([NH:27][C:28](=[N:36][CH2:37][CH2:38][S:39][CH2:40][C:41]1[N:42]=[C:43]([NH:46][C:47]([NH2:49])=[NH:48])[S:44][CH:45]=1)OC1C=CC=CC=1)#[N:26]>>[C:25]([NH:27][C:28]([NH:36][CH2:37][CH2:38][S:39][CH2:40][C:41]1[N:42]=[C:43]([NH:46][C:47]([NH2:49])=[NH:48])[S:44][CH:45]=1)=[N:21][CH2:20][CH2:19][CH2:18][N:17]([CH2:16][CH2:15][N:8]([CH2:7][C:6]1[CH:23]=[CH:24][C:3]([O:2][CH3:1])=[CH:4][CH:5]=1)[C:9]1[CH:14]=[CH:13][CH:12]=[CH:11][N:10]=1)[CH3:22])#[N:26]. Procedure: Preparation is effected analogously to Example 1, using 0.52 g (1.6 mmol) of N-[2-[N-(4-methoxybenzyl)-N-(2-pyridyl)amino]ethyl]-N-methyl-1,3-propanediamine and the equimolar amount of N-cyano-N'-[2-[[(2-guanidino-4-thiazolyl)methyl]thio]ethyl]-O-phenyl-isourea as starting materials. Chromatographic working-up analogously to Example 1 yields the purified title compound in the form of a viscous oil that crystallises from ether at -20° C.; MS (+FAB method): m/z (rel. int. [%])=610 ([M+H]+, 1), 121... The reactants are Cl.C1(=CC=CC=C1)C(OC1CCN(CC1)CCCOC1=C(C=CC=C1)[N+](=O)[O-])C1=CSC=C1 (4-(phenyl-3-thienylmethoxy)-1-[3-(2-nitrophenoxy)propyl]piperidine hydrochloride), C([O-])([O-])=O.[Na+].[Na+] (sodium carbonate), Example 36 ( a ). Yields the product C1(=CC=CC=C1)C(OC1CCN(CC1)CCCOC1=C(C=CC=C1)[N+](=O)[O-])C1=CSC=C1 (4-(phenyl-3-thienylmethoxy)-1-[3-(2-nitrophenoxy)propyl]piperidine). As a reaction SMILES: Cl.[C:2]1([CH:8]([C:29]2[CH:33]=[CH:32][S:31][CH:30]=2)[O:9][CH:10]2[CH2:15][CH2:14][N:13]([CH2:16][CH2:17][CH2:18][O:19][C:20]3[CH:25]=[CH:24][CH:23]=[CH:22][C:21]=3[N+:26]([O-:28])=[O:27])[CH2:12][CH2:11]2)[CH:7]=[CH:6][CH:5]=[CH:4][CH:3]=1.C(=O)([O-])[O-].[Na+].[Na+]>>[C:2]1([CH:8]([C:29]2[CH:33]=[CH:32][S:31][CH:30]=2)[O:9][CH:10]2[CH2:11][CH2:12][N:13]([CH2:16][CH2:17][CH2:18][O:19][C:20]3[CH:25]=[CH:24][CH:23]=[CH:22][C:21]=3[N+:26]([O-:28])=[O:27])[CH2:14][CH2:15]2)[CH:7]=[CH:6][CH:5]=[CH:4][CH:3]=1 |f:0.1,2.3.4|. Procedure details: The hydrochloride obtained in the above was treated with 5% aqueous sodium carbonate in the same way as in Example 36 (a) to give oily 4-(phenyl-3-thienylmethoxy)-1-[3-(2-nitrophenoxy)propyl]piperidine. Starting materials: [H][H] (hydrogen), ClC=1C=CC(=NC1)NC(=O)C1=C(C=CC(=C1)C)[N+](=O)[O-] (N-(5-chloro(2-pyridyl))(5-methyl-2-nitrophenyl)carboxamide). Reagents/catalysts: [Pt] (Pt/C). The solvent is CO (methanol). The product is NC1=C(C=CC=C1)C(=O)NC1=NC=CC=C1 ((2-aminophenyl)-N-(2-pyridyl)carboxamide), [Cl-] (chloride). As a reaction SMILES: [Cl:1][C:2]1[CH:3]=[CH:4][C:5]([NH:8][C:9]([C:11]2[CH:16]=[C:15](C)[CH:14]=[CH:13][C:12]=2[N+:18]([O-])=O)=[O:10])=[N:6][CH:7]=1.[H][H]>CO.[Pt]>[NH2:18][C:12]1[CH:13]=[CH:14][CH:15]=[CH:16][C:11]=1[C:9]([NH:8][C:5]1[CH:4]=[CH:3][CH:2]=[CH:7][N:6]=1)=[O:10].[Cl-:1]. Procedure: To a solution of the compound of N-(5-chloro(2-pyridyl))(5-methyl-2-nitrophenyl)carboxamide (1.48 g, 5.1 mmol) in methanol (10 ml) was added 5% Pt/C (1.48 g, 0.19 mmol). The mixture was applied hydrogen balloon at r.t. for 2 hrs. After the filtration by Celite, the filtrate was concentrated to give (2-aminophenyl)-N-(2-pyridyl)carboxamide, C, chloride, N (1.36 g, 100%). MS found for C13H12ClN3O M+=262, (M+2)+=264. Reactants: [OH-].[Na+] (Sodium hydroxide), C(C)(C)(C)OC(=O)N1CC2CCC(CC1)N2 (3-tert-butoxycarbonyl-3,9-diazabicyclo-[4.2.1]-nonane), ClC=1C=NC=C(C1)OCC (3-chloro-5-ethoxypyridine), CC(C)([O-])C.[K+] (potassium-tert-butoxide). Run in COCCOC (1,2-dimethoxyethane). Yields the product N (ammonia), C(C)OC=1C=C(C=NC1)N1C2CN(CCC1CC2)C(=O)OC(C)(C)C (9-[5-Ethoxy-(3-pyridyl)]-3-tert-butoxycarbonyl-3,9-diazabicyclo-[4.2.1]-nonane). RXN SMILES: [C:1]([O:5][C:6]([N:8]1[CH2:15][CH2:14][CH:13]2[NH:16][CH:10]([CH2:11][CH2:12]2)[CH2:9]1)=[O:7])([CH3:4])([CH3:3])[CH3:2].Cl[C:18]1[CH:19]=[N:20][CH:21]=[C:22]([O:24][CH2:25][CH3:26])[CH:23]=1.CC(C)([O-])C.[K+].[OH-].[Na+]>COCCOC>[NH3:8].[CH2:25]([O:24][C:22]1[CH:23]=[C:18]([N:16]2[CH:13]3[CH2:12][CH2:11][CH:10]2[CH2:9][N:8]([C:6]([O:5][C:1]([CH3:4])([CH3:2])[CH3:3])=[O:7])[CH2:15][CH2:14]3)[CH:19]=[N:20][CH:21]=1)[CH3:26] |f:2.3,4.5|. Reported procedure: A mixture of 3-tert-butoxycarbonyl-3,9-diazabicyclo-[4.2.1]-nonane (1.1 g, 4.9 mmol), 3-chloro-5-ethoxypyridine (0.77 g, 4.9 mmol), potassium-tert-butoxide (1.09 g, 9.7 mmol) and 1,2-dimethoxyethane (20 ml) was heated at reflux for 1.5 h. Sodium hydroxide (30 ml, 1 M) was added and the aqueous phase was extracted twice with ethyl acetate (30 ml). Chromatography on silica gel with dichloromethane, methanol and conc. ammonia (89:10:1) gave the title compound as an oil. Yield 0.24 g, 14%.